Dataset: the Open Reaction Database (ORD), a public repository of structured organic reaction records. Task: describe an organic reaction: reactants, conditions, products, and yield The reactants are COC(CNC(C1=C(C=C(C(=C1)Cl)OC1=C(C=NC=C1)C(=O)N1CCN(C2=CC=CC=C12)C1CC1)Cl)=O)=O ({2,5-Dichloro-4-[3-(4-cyclopropyl-3,4-dihydro-2H-quinoxaline-1-carbonyl)-pyridin-4-yloxy]-benzoylamino}-acetic acid methyl ester), OCCNCCO (2-(2-hydroxy-ethylamino)-ethanol). The product is ClC1=C(C(=O)N(CCO)CCO)C=C(C(=C1)OC1=C(C=NC=C1)C(=O)N1CCN(C2=CC=CC=C12)C1CC1)Cl (2,5-Dichloro-4-[3-(4-cyclopropyl-3,4-dihydro-2H-quinoxaline-1-carbonyl)-pyridin-4-yloxy]-N,N-bis-(2-hydroxy-ethyl)-benzamide). Yield: 71.0%. As a reaction SMILES: CO[C:3](=[O:38])[CH2:4][NH:5][C:6](=[O:37])[C:7]1[CH:12]=[C:11]([Cl:13])[C:10]([O:14][C:15]2[CH:20]=[CH:19][N:18]=[CH:17][C:16]=2[C:21]([N:23]2[C:32]3[C:27](=[CH:28][CH:29]=[CH:30][CH:31]=3)[N:26]([CH:33]3[CH2:35][CH2:34]3)[CH2:25][CH2:24]2)=[O:22])=[CH:9][C:8]=1[Cl:36].[OH:39][CH2:40][CH2:41]NCCO>>[Cl:36][C:8]1[CH:9]=[C:10]([O:14][C:15]2[CH:20]=[CH:19][N:18]=[CH:17][C:16]=2[C:21]([N:23]2[C:32]3[C:27](=[CH:28][CH:29]=[CH:30][CH:31]=3)[N:26]([CH:33]3[CH2:34][CH2:35]3)[CH2:25][CH2:24]2)=[O:22])[C:11]([Cl:13])=[CH:12][C:7]=1[C:6]([N:5]([CH2:41][CH2:40][OH:39])[CH2:4][CH2:3][OH:38])=[O:37]. Procedure: The title compound was prepared in analogy to Example 1, from 2,5-dichloro-4-[3-(4-cyclopropyl-3,4-dihydro-2H-quinoxaline-1-carbonyl)-pyridin-4-yloxy]-benzoic acid (Example 29, intermediate) and 2-(2-hydroxy-ethylamino)-ethanol (commercially available, CAS RN 111-42-2). The product was purified on a preparative HPLC system (Phenomenex Gemini column) using a gradient of acetonitrile:water (containing 0.05% formic acid) (10:90 to 98:2) to give the desired compound as a light brown solid (71%). MS ...